This data is from the Open Reaction Database (ORD), a public repository of structured organic reaction records. The task is: describe an organic reaction: reactants, conditions, products, and yield Starting materials: O (water), COC1=C(C=CC=C1)C[C@H](CO)O ((R)-3-(2-methoxyphenyl)propane-1,2-diol), N1C=NC=C1 (imidazole), [Si](C)(C)(C(C)(C)C)Cl (t-butyldimethylsilyl chloride). Run in CN(C=O)C (dimethylformamide). Run at time 15 minute. The product is O([Si](C)(C)C(C)(C)C)C[C@@H](CC1=C(C=CC=C1)OC)O ((R)-1-t-butyldimethylsiloxy-3-(2-methoxyphenyl)-2-propanol). Isolated yield 84.2%. Reaction SMILES: [CH3:1][O:2][C:3]1[CH:8]=[CH:7][CH:6]=[CH:5][C:4]=1[CH2:9][C@@H:10]([OH:13])[CH2:11][OH:12].N1C=CN=C1.[Si:19](Cl)([C:22]([CH3:25])([CH3:24])[CH3:23])([CH3:21])[CH3:20].O>CN(C)C=O>[O:12]([CH2:11][C@H:10]([OH:13])[CH2:9][C:4]1[CH:5]=[CH:6][CH:7]=[CH:8][C:3]=1[O:2][CH3:1])[Si:19]([C:22]([CH3:25])([CH3:24])[CH3:23])([CH3:21])[CH3:20]. Reported procedure: Under ice-cooling, to a solution of (R)-3-(2-methoxyphenyl)propane-1,2-diol (1.62 g) and imidazole (0.92 g)in dimethylformamide was added t-butyldimethylsilyl chloride (1.36 g),and stirred for 15minutes successively. The reaction solutionwas poured into water, extracted with ethyl acetate, and dried oversodium sulfate. After the solvent was evaporated in vacuo, thegained crude product was purified by silica gel columnchromatography, and it was eluted with a mixed solvent of hexaneand ethyl aceta...